From a dataset of the Open Reaction Database (ORD), a public repository of structured organic reaction records. describe an organic reaction: reactants, conditions, products, and yield Product: CN(C(=O)C(F)(F)F)C1CCCN2c3cc(Cl)ccc3Oc3ccccc3C12. RXN SMILES: [CH3:30][I:31].[Cl:3][c:4]1[cH:5][c:6]2[c:7]([cH:28][cH:29]1)[O:8][c:9]1[c:10]([cH:24][cH:25][cH:26][cH:27]1)[CH:11]1[N:12]2[CH2:13][CH2:14][CH2:15][CH:16]1[NH:17][C:18]([C:19]([F:20])([F:21])[F:22])=[O:23].[H-:1].[Na+:2].[O:32]=[CH:33][N:34]([CH3:35])[CH3:36]>>[Cl:3][c:4]1[cH:5][c:6]2[c:7]([cH:28][cH:29]1)[O:8][c:9]1[c:10]([cH:24][cH:25][cH:26][cH:27]1)[CH:11]1[N:12]2[CH2:13][CH2:14][CH2:15][CH:16]1[N:17]([C:18]([C:19]([F:20])([F:21])[F:22])=[O:23])[CH3:30]. Reactants: CI, O=C(NC1CCCN2c3cc(Cl)ccc3Oc3ccccc3C12)C(F)(F)F, [H-], [Na+], CN(C)C=O. Reactants: CCC(=O)c1cc(C#N)c(=O)[nH]c1CC, CC(=O)O, O, O=S(=O)(O)O. The product is CCC(=O)c1cc(C(=O)O)c(=O)[nH]c1CC. RXN SMILES: [CH2:1]([CH3:2])[c:3]1[nH:4][c:5](=[O:15])[c:6]([C:7]#[N:8])[cH:9][c:10]1[C:11]([CH2:12][CH3:13])=[O:14].[CH3:22][C:23](=[O:24])[OH:25].[OH2:16].[S:17]([OH:18])(=[O:19])(=[O:20])[OH:21]>>[CH2:1]([CH3:2])[c:3]1[nH:4][c:5](=[O:15])[c:6]([C:7](=[O:16])[OH:18])[cH:9][c:10]1[C:11]([CH2:12][CH3:13])=[O:14]. Starting materials: CC(=O)N1C(=O)Cc2ccccc21, [NH4+], O=[N+]([O-])[O-], O, O=S(=O)(O)O. The product is CC(=O)N1C(=O)Cc2cc([N+](=O)[O-])ccc21. Reaction SMILES: [C:1]([CH3:2])(=[O:3])[N:4]1[C:5](=[O:13])[CH2:6][c:7]2[cH:8][cH:9][cH:10][cH:11][c:12]21.[NH4+:14].[O-:15][N+:16]([O-:17])=[O:18].[OH2:19].[S:20](=[O:21])(=[O:22])([OH:23])[OH:24]>>[C:1]([CH3:2])(=[O:3])[N:4]1[C:5](=[O:13])[CH2:6][c:7]2[cH:8][c:9]([N+:16](=[O:15])[O-:17])[cH:10][cH:11][c:12]21. Reactants: CC(C)(C)OC(=O)Nc1cc(N2CCOCC2)c(C(F)(F)F)cc1N, CC(C)(C)OC(=O)CC(=O)c1cccc(-n2cccn2)c1. The product is CC(C)(C)OC(=O)Nc1cc(N2CCOCC2)c(C(F)(F)F)cc1NC(=O)CC(=O)c1cccc(-n2cccn2)c1. As a reaction SMILES: [C:1]([CH3:2])([CH3:3])([CH3:4])[O:5][C:6]([NH:7][c:8]1[c:9]([NH2:24])[cH:10][c:11]([C:20]([F:21])([F:22])[F:23])[c:12]([N:14]2[CH2:15][CH2:16][O:17][CH2:18][CH2:19]2)[cH:13]1)=[O:25].[C:26]([CH3:28])([CH3:29])([O:30][C:31](=[O:27])[CH2:32][C:33]([c:34]1[cH:35][c:36](-[n:40]2[n:41][cH:42][cH:43][cH:44]2)[cH:37][cH:38][cH:39]1)=[O:45])[CH3:46]>>[C:1]([CH3:2])([CH3:3])([CH3:4])[O:5][C:6]([NH:7][c:8]1[c:9]([NH:24][C:31](=[O:30])[CH2:32][C:33]([c:34]2[cH:35][c:36](-[n:40]3[n:41][cH:42][cH:43][cH:44]3)[cH:37][cH:38][cH:39]2)=[O:45])[cH:10][c:11]([C:20]([F:21])([F:22])[F:23])[c:12]([N:14]2[CH2:15][CH2:16][O:17][CH2:18][CH2:19]2)[cH:13]1)=[O:25].